From a dataset of the Open Reaction Database (ORD), a public repository of structured organic reaction records. describe an organic reaction: reactants, conditions, products, and yield Reactants: FC=1C=C(C(=O)N(C2=C(C=CC(=C2)OC)C2CC=3C=CC(=CC3CC2)OC(C(C)(C)C)=O)C(C)C)C=CC1O (pivalic acid 6-{2-[(3-fluoro-4-hydroxybenzoyl)isopropylamino]-4-methoxyphenyl}-5,6,7,8-tetrahydronaphthalen-2-yl ester), ClCC(=O)N1CCOCC1 (2-chloro-1-morpholin-4-ylethanone). The product is FC=1C=C(CN(C2=C(C=CC(=C2)OC)C2CC=3C=CC(=CC3CC2)O)C(C)C)C=CC1OCCN1CCOCC1 (6-{2-{[3-Fluoro-4-(2-morpholin-4-ylethoxy)benzyl]isopropylamino}-4-methoxyphenyl}-5,6,7,8-tetrahydronaphthalen-2-ol). Yield: 46.7%. Reaction SMILES: [F:1][C:2]1[CH:3]=[C:4]([CH:36]=[CH:37][C:38]=1[OH:39])[C:5]([N:7]([CH:33]([CH3:35])[CH3:34])[C:8]1[CH:13]=[C:12]([O:14][CH3:15])[CH:11]=[CH:10][C:9]=1[CH:16]1[CH2:25][CH2:24][C:23]2[CH:22]=[C:21]([O:26]C(=O)C(C)(C)C)[CH:20]=[CH:19][C:18]=2[CH2:17]1)=O.Cl[CH2:41][C:42]([N:44]1[CH2:49][CH2:48][O:47][CH2:46][CH2:45]1)=O>>[F:1][C:2]1[CH:3]=[C:4]([CH:36]=[CH:37][C:38]=1[O:39][CH2:41][CH2:42][N:44]1[CH2:49][CH2:48][O:47][CH2:46][CH2:45]1)[CH2:5][N:7]([CH:33]([CH3:35])[CH3:34])[C:8]1[CH:13]=[C:12]([O:14][CH3:15])[CH:11]=[CH:10][C:9]=1[CH:16]1[CH2:25][CH2:24][C:23]2[CH:22]=[C:21]([OH:26])[CH:20]=[CH:19][C:18]=2[CH2:17]1. Procedure: Synthesized from pivalic acid 6-{2-[(3-fluoro-4-hydroxybenzoyl)isopropylamino]-4-methoxyphenyl}-5,6,7,8-tetrahydronaphthalen-2-yl ester (25 mg) and 2-chloro-1-morpholin-4-ylethanone (15 mg) according to an analogous synthetic method to Example 404 and purified by LC-MS, the title compound (12 mg) was obtained. Reactants: C(=O)(O)COC(CCC1=CC=C(C=C1)O)=O (3-(4-hydroxy-phenyl)-propionic acid carboxymethyl ester), COC(C(CC1=CC=C(C=C1)O)NC(CO)=O)=O (2-(2-hydroxy-acetylamino)-3-(4-hydroxy-phenyl)-propionic acid methyl ester), C1(CCCCC1)N=C=NC1CCCCC1 (1,3-dicyclohexyl carbodiimide). Solvent: ClCCl (dichloro methane), ClCCl (dichloro methane). Yields the product COC(C(CC1=CC=C(C=C1)O)NC(COC(COC(CCC1=CC=C(C=C1)O)=O)=O)=O)=O (3-(4-Hydroxy-phenyl)-2-(2-{2-[3-(4-hydroxy-phenyl)-propionyloxy]-acetoxy}-acetylamino)-propionic acid methyl ester). As a reaction SMILES: [C:1]([CH2:4][O:5][C:6](=[O:16])[CH2:7][CH2:8][C:9]1[CH:14]=[CH:13][C:12]([OH:15])=[CH:11][CH:10]=1)([OH:3])=[O:2].[CH3:17][O:18][C:19](=[O:34])[CH:20]([NH:29][C:30](=[O:33])[CH2:31]O)[CH2:21][C:22]1[CH:27]=[CH:26][C:25]([OH:28])=[CH:24][CH:23]=1.C1(N=C=NC2CCCCC2)CCCCC1>ClCCl>[CH3:17][O:18][C:19](=[O:34])[CH:20]([NH:29][C:30](=[O:33])[CH2:31][O:2][C:1](=[O:3])[CH2:4][O:5][C:6](=[O:16])[CH2:7][CH2:8][C:9]1[CH:10]=[CH:11][C:12]([OH:15])=[CH:13][CH:14]=1)[CH2:21][C:22]1[CH:27]=[CH:26][C:25]([OH:28])=[CH:24][CH:23]=1. Reported procedure: A solution of 3-(4-hydroxy-phenyl)-propionic acid carboxymethyl ester 5 (10 grams, 44.64 mmol) and 2-(2-hydroxy-acetylamino)-3-(4-hydroxy-phenyl)-propionic acid methyl ester 3 (11.3 grams, 44.66 mmol) in anhydrous dichloro methane (100 mL) under a nitrogen atmosphere at 0° C. is added dropwise to a solution of 1,3-dicyclohexyl carbodiimide (23 grams, 111.47 mmol) in dichloro methane (60 mL). The resulting solids are filtered off. The organic phase is washed with 5% sodium bicarbonate (2×25 mL) a...